Dataset: the Open Reaction Database (ORD), a public repository of structured organic reaction records. Task: describe an organic reaction: reactants, conditions, products, and yield Starting materials: CC(=O)c1ccc(S(N)(=O)=O)cc1, COc1cc(OC)c(-c2nc3cccnc3[nH]2)cc1C=O. Yields the product COc1cc(OC)c(-c2nc3cccnc3[nH]2)cc1C=CC(=O)c1ccc(S(N)(=O)=O)cc1. RXN SMILES: [C:22]([CH3:23])(=[O:24])[c:25]1[cH:26][cH:27][c:28]([S:31](=[O:32])(=[O:33])[NH2:34])[cH:29][cH:30]1.[n:1]1[c:2](-[c:10]2[c:11]([O:20][CH3:21])[cH:12][c:13]([O:18][CH3:19])[c:14]([CH:15]=[O:16])[cH:17]2)[nH:3][c:4]2[n:5][cH:6][cH:7][cH:8][c:9]12>>[n:1]1[c:2](-[c:10]2[c:11]([O:20][CH3:21])[cH:12][c:13]([O:18][CH3:19])[c:14]([CH:15]=[CH:23][C:22](=[O:24])[c:25]3[cH:26][cH:27][c:28]([S:31](=[O:32])(=[O:33])[NH2:34])[cH:29][cH:30]3)[cH:17]2)[nH:3][c:4]2[n:5][cH:6][cH:7][cH:8][c:9]12. Reactants: CCN(C(C)C)C(C)C, CC1(c2cc(CCl)cs2)OCCO1, O=[N+]([O-])c1cn[nH]n1, N#N, CN(C)C=O, O. Product: CC1(c2cc(Cn3ncc([N+](=O)[O-])n3)cs2)OCCO1. RXN SMILES: [CH:24]([N:25]([CH2:26][CH3:27])[CH:28]([CH3:29])[CH3:30])([CH3:31])[CH3:32].[Cl:3][CH2:4][c:5]1[cH:6][c:7]([C:10]2([CH3:15])[O:11][CH2:12][CH2:13][O:14]2)[s:8][cH:9]1.[N+:16](=[O:17])([O-:18])[c:19]1[n:20][nH:21][n:22][cH:23]1.[N:1]#[N:2].[O:33]=[CH:34][N:35]([CH3:36])[CH3:37].[OH2:38]>>[CH2:4]([c:5]1[cH:6][c:7]([C:10]2([CH3:15])[O:11][CH2:12][CH2:13][O:14]2)[s:8][cH:9]1)[n:21]1[n:20][c:19]([N+:16](=[O:17])[O-:18])[cH:23][n:22]1. Starting materials: C1(=CC=C(C=C1)S(=O)(=O)OCCC(CCCCCC)C(F)(F)F)C (3-trifluoromethylnonyl p-toluenesulfonate), OC1=CC=C(C(=O)OCC)C=C1 (ethyl p-hydroxybenzoate), [H-].[Na+] (sodium hydride). Run in CN(C)C=O (DMF), CN(C)C=O (DMF), CN(C)C=O (DMF). Run at temperature 130 celsius. Product: FC(C(CCOC1=CC=C(C(=O)OCC)C=C1)CCCCCC)(F)F (ethyl p-(3-trifluoromethylnonyloxy)-benzoate). Yield: 60.4%. As a reaction SMILES: C1(C)C=CC(S(O[CH2:11][CH2:12][CH:13]([C:20]([F:23])([F:22])[F:21])[CH2:14][CH2:15][CH2:16][CH2:17][CH2:18][CH3:19])(=O)=O)=CC=1.[OH:25][C:26]1[CH:36]=[CH:35][C:29]([C:30]([O:32][CH2:33][CH3:34])=[O:31])=[CH:28][CH:27]=1.[H-].[Na+]>CN(C=O)C>[F:21][C:20]([F:22])([F:23])[CH:13]([CH2:14][CH2:15][CH2:16][CH2:17][CH2:18][CH3:19])[CH2:12][CH2:11][O:25][C:26]1[CH:27]=[CH:28][C:29]([C:30]([O:32][CH2:33][CH3:34])=[O:31])=[CH:35][CH:36]=1 |f:2.3|. Reported procedure: 345 mg of 3-trifluoromethylnonyl p-toluenesulfonate obtained in Step 1), 166 mg of ethyl p-hydroxybenzoate and 1 ml of dimethylformamdie (DMF) were placed in a round-bottomed flask, and 80 mg of sodium hydride (60%) was added thereto together with DMF, followed by 6 hours of stirring at 130° C. After the reaction, DMF was distilled off under a reduced pressure, and water was added, followed by extraction with methylene chloride. The methylene chloride solution was dried with magnesium sulfate, f... RXN SMILES: [Br:15][c:16]1[cH:17][cH:18][c:19]([CH3:22])[n:20][cH:21]1.[C:23](=[O:24])([O-:25])[O-:26].[CH2:29]1[O:30][CH2:31][CH2:32][O:33][CH2:34]1.[CH3:1][N:2]1[C:3](=[O:14])[NH:4][CH2:5][CH:6]1[C:7](=[O:8])[O:9][C:10]([CH3:11])([CH3:12])[CH3:13].[Cs+:27].[Cs+:28].[O:38]=[C:39]([CH:40]=[CH:41][c:42]1[cH:43][cH:44][cH:45][cH:46][cH:47]1)[CH:48]=[CH:49][c:50]1[cH:51][cH:52][cH:53][cH:54][cH:55]1.[O:56]=[C:57]([CH:58]=[CH:59][c:60]1[cH:61][cH:62][cH:63][cH:64][cH:65]1)[CH:66]=[CH:67][c:68]1[cH:69][cH:70][cH:71][cH:72][cH:73]1.[O:74]=[C:75]([CH:76]=[CH:77][c:78]1[cH:79][cH:80][cH:81][cH:82][cH:83]1)[CH:84]=[CH:85][c:86]1[cH:87][cH:88][cH:89][cH:90][cH:91]1.[OH2:35].[Pd:36].[Pd:37]>>[CH3:1][N:2]1[C:3](=[O:14])[N:4]([c:16]2[cH:17][cH:18][c:19]([CH3:22])[n:20][cH:21]2)[CH2:5][CH:6]1[C:7](=[O:8])[O:9][C:10]([CH3:11])([CH3:12])[CH3:13]. Product: Cc1ccc(N2CC(C(=O)OC(C)(C)C)N(C)C2=O)cn1. Reactants: Cc1ccc(Br)cn1, O=C([O-])[O-], C1COCCO1, CN1C(=O)NCC1C(=O)OC(C)(C)C, [Cs+], [Cs+], O=C(C=Cc1ccccc1)C=Cc1ccccc1, O=C(C=Cc1ccccc1)C=Cc1ccccc1, O=C(C=Cc1ccccc1)C=Cc1ccccc1, O, [Pd], [Pd]. Reactants: C(C1=CC=CC=C1)[C@H]1N(CC[C@@H](C1)N(C(C(F)(F)F)=O)CCC1=CC=CC=C1)C(C1=CC(=CC(=C1)C(F)(F)F)C(F)(F)F)=O ((2R*,4S*)-2-benzyl-1-(3,5-bis(trifluoromethyl)benzoyl)-N-(2-phenylethyl)-N-trifluoroacetyl-4-piperidinamine), [BH4-].[Na+] (sodium borohydride). Product: C(C1=CC=CC=C1)[C@H]1N(CC[C@@H](C1)NCCC1=CC=CC=C1)C(C1=CC(=CC(=C1)C(F)(F)F)C(F)(F)F)=O ((2R*,4S*)-2-benzyl-1-(3,5-bis(trifluoromethyl)benzoyl)-N-(2-phenylethyl)-4-piperidinamine). Reaction SMILES: [CH2:1]([C@@H:8]1[CH2:13][C@@H:12]([N:14]([CH2:21][CH2:22][C:23]2[CH:28]=[CH:27][CH:26]=[CH:25][CH:24]=2)C(=O)C(F)(F)F)[CH2:11][CH2:10][N:9]1[C:29](=[O:44])[C:30]1[CH:35]=[C:34]([C:36]([F:39])([F:38])[F:37])[CH:33]=[C:32]([C:40]([F:43])([F:42])[F:41])[CH:31]=1)[C:2]1[CH:7]=[CH:6][CH:5]=[CH:4][CH:3]=1.[BH4-].[Na+]>>[CH2:1]([C@@H:8]1[CH2:13][C@@H:12]([NH:14][CH2:21][CH2:22][C:23]2[CH:24]=[CH:25][CH:26]=[CH:27][CH:28]=2)[CH2:11][CH2:10][N:9]1[C:29](=[O:44])[C:30]1[CH:31]=[C:32]([C:40]([F:41])([F:42])[F:43])[CH:33]=[C:34]([C:36]([F:38])([F:39])[F:37])[CH:35]=1)[C:2]1[CH:3]=[CH:4][CH:5]=[CH:6][CH:7]=1 |f:1.2|. Procedure details: 0.190 g (0.301 mmol) of (2R*,4S*)-2-benzyl-1-(3,5-bis(trifluoromethyl)benzoyl)-N-(2-phenylethyl)-N-trifluoroacetyl-4-piperidinamine is reacted with 0.046 g (1.21 mmol) of sodium borohydride in analogy to Example 2. The title compound ##STR82## is obtained (0.123 g, 76%) as oil. TLC:methylene chloride/methanol/cone. ammonia (1000:50:1) Rf =0.22, FD-MS:M+ =534, IR:1630 cm-. The reactants are NCC(=O)N[C@@H](CC(OCC1=CC=CC=C1)=O)C(=O)N[C@@H](C(C)C)C(=O)OCC1=CC=CC=C1 (H-Gly-Asp(OBzl)-Val-OBzl), CC(C)(C)OC(=O)N[C@@H](CCCCNC(=O)OCC1=CC=CC=C1)C(=O)ON2C(=O)CCC2=O (Boc-Lys(Z)-O Su), CN1CCOCC1 (N-methylmorpholine). Solvent: CN(C)C=O (DMF). Conditions: time 18 hour. Yields the product N([C@@H](CCCCNC(=O)OCC1=CC=CC=C1)C(=O)NCC(=O)N[C@@H](CC(OCC1=CC=CC=C1)=O)C(=O)N[C@@H](C(C)C)C(=O)OCC1=CC=CC=C1)C(=O)OC(C)(C)C (Boc-Lys(Z)-Gly-Asp(OBzl)-Val-OBzl). The yield is 46.3%. RXN SMILES: [NH2:1][CH2:2][C:3]([NH:5][C@H:6]([C:18]([NH:20][C@H:21]([C:25]([O:27][CH2:28][C:29]1[CH:34]=[CH:33][CH:32]=[CH:31][CH:30]=1)=[O:26])[CH:22]([CH3:24])[CH3:23])=[O:19])[CH2:7][C:8](=[O:17])[O:9][CH2:10][C:11]1[CH:16]=[CH:15][CH:14]=[CH:13][CH:12]=1)=[O:4].[CH3:35][C:36]([O:39][C:40]([NH:42][C@H:43]([C:59](ON1C(=O)CCC1=O)=[O:60])[CH2:44][CH2:45][CH2:46][CH2:47][NH:48][C:49]([O:51][CH2:52][C:53]1[CH:58]=[CH:57][CH:56]=[CH:55][CH:54]=1)=[O:50])=[O:41])([CH3:38])[CH3:37].CN1CCOCC1>CN(C=O)C>[NH:42]([C:40]([O:39][C:36]([CH3:38])([CH3:37])[CH3:35])=[O:41])[C@H:43]([C:59]([NH:1][CH2:2][C:3]([NH:5][C@H:6]([C:18]([NH:20][C@H:21]([C:25]([O:27][CH2:28][C:29]1[CH:30]=[CH:31][CH:32]=[CH:33][CH:34]=1)=[O:26])[CH:22]([CH3:24])[CH3:23])=[O:19])[CH2:7][C:8](=[O:17])[O:9][CH2:10][C:11]1[CH:16]=[CH:15][CH:14]=[CH:13][CH:12]=1)=[O:4])=[O:60])[CH2:44][CH2:45][CH2:46][CH2:47][NH:48][C:49]([O:51][CH2:52][C:53]1[CH:54]=[CH:55][CH:56]=[CH:57][CH:58]=1)=[O:50]. Procedure: A solution of 583 mg of H-Gly-Asp(OBzl)-Val-OBzl (Example 15Bb) and 477.5 mg of Boc-Lys(Z)-O Su in 10 ml of DMF is adjusted to pH 8.5 with N-methylmorpholine. After stirring for 18 hours the mixture is concentrated and the residue is partitioned between ethyl acetate and water. The organic phase is washed with saturated NaHCO3 solution, 5% KHSO4 /10% K2SO4 solution and saturated NaCl solution, dried and filtered. The filtrate is concentrated and the residue is crystallized from ether. There are ... Starting materials: [BH4-], CCCCn1ccnc1Cc1ccc2[nH]c(-c3cc(C)cc(C)c3)c(CCN)c2c1, Cc1cc(C)cc(-c2[nH]c3ccc(C(=O)N4CCOCC4)cc3c2CCNCCCCc2ccc(NS(C)(=O)=O)cc2)c1, CO, [Mg+2], [Na+], O=S(=O)([O-])[O-]. Yields the product CCCCn1ccnc1Cc1ccc2[nH]c(-c3cc(C)cc(C)c3)c(CCNCCCCc3ccc(NS(C)(=O)=O)cc3)c2c1. As a reaction SMILES: [BH4-:80].[CH2:1]([CH2:2][CH2:3][CH3:4])[n:5]1[c:6]([CH2:10][c:11]2[cH:12][c:13]3[c:14]([CH2:28][CH2:29][NH2:30])[c:15](-[c:20]4[cH:21][c:22]([CH3:27])[cH:23][c:24]([CH3:26])[cH:25]4)[nH:16][c:17]3[cH:18][cH:19]2)[n:7][cH:8][cH:9]1.[CH3:31][c:32]1[cH:33][c:34](-[c:35]2[nH:36][c:37]3[c:38]([c:39]2[CH2:40][CH2:41][NH:42][CH2:51][CH2:52][CH2:53][CH2:54][c:55]2[cH:56][cH:57][c:58]([NH:61][S:62](=[O:63])(=[O:64])[CH3:65])[cH:59][cH:60]2)[cH:43][c:44]([C:45]([N:46]2[CH2:47][CH2:48][O:49][CH2:50][CH2:66]2)=[O:67])[cH:68][cH:69]3)[cH:70][c:71]([CH3:72])[cH:73]1.[CH3:82][OH:83].[Mg+2:74].[Na+:81].[O-:75][S:76](=[O:77])(=[O:78])[O-:79]>>[CH2:1]([CH2:2][CH2:3][CH3:4])[n:5]1[c:6]([CH2:10][c:11]2[cH:12][c:13]3[c:14]([CH2:28][CH2:29][NH:30][CH2:51][CH2:52][CH2:53][CH2:54][c:55]4[cH:56][cH:57][c:58]([NH:61][S:62](=[O:63])(=[O:64])[CH3:65])[cH:59][cH:60]4)[c:15](-[c:20]4[cH:21][c:22]([CH3:27])[cH:23][c:24]([CH3:26])[cH:25]4)[nH:16][c:17]3[cH:18][cH:19]2)[n:7][cH:8][cH:9]1. Starting materials: CCN(C(C)C)C(C)C, CC(C)(C)N, O=C(Cl)c1cccc(CCl)c1, ClCCl. Product: CC(C)(C)NC(=O)c1cccc(CCl)c1. Reaction SMILES: [CH2:17]([N:18]([CH:19]([CH3:20])[CH3:21])[CH:22]([CH3:23])[CH3:24])[CH3:25].[CH3:12][C:13]([CH3:14])([CH3:15])[NH2:16].[Cl:1][CH2:2][c:3]1[cH:4][c:5]([C:6](=[O:7])[Cl:8])[cH:9][cH:10][cH:11]1.[Cl:26][CH2:27][Cl:28]>>[Cl:1][CH2:2][c:3]1[cH:4][c:5]([C:6](=[O:7])[NH:16][C:13]([CH3:12])([CH3:14])[CH3:15])[cH:9][cH:10][cH:11]1.